This data is from the Open Reaction Database (ORD), a public repository of structured organic reaction records. The task is: describe an organic reaction: reactants, conditions, products, and yield Reactants: OC1CCN(CC1)C(=O)N1CC(CC(C1)C1=CC(=CC=C1)C(F)(F)F)C(=O)O (1-[(4-Hydroxypiperidin-1-yl)carbonyl]-5-[3-(trifluoromethyl)phenyl]piperidine-3-carboxylic acid), ON=C(C(C)C)N (N′-hydroxy-2-methylpropanimidamide). Yields the product OC1CCN(CC1)C(=O)N1CC(CC(C1)C1=CC(=CC=C1)C(F)(F)F)C1=NC(=NO1)C(C)C ((4-Hydroxypiperidin-1-yl) {3-[3-(propan-2-yl)-1,2,4-oxadiazol-5-yl]-5-[3-(trifluoromethyl)phenyl]-piperidin-1-yl}methanone). RXN SMILES: [OH:1][CH:2]1[CH2:7][CH2:6][N:5]([C:8]([N:10]2[CH2:15][CH:14]([C:16]3[CH:21]=[CH:20][CH:19]=[C:18]([C:22]([F:25])([F:24])[F:23])[CH:17]=3)[CH2:13][CH:12]([C:26]([OH:28])=O)[CH2:11]2)=[O:9])[CH2:4][CH2:3]1.O[N:30]=[C:31]([NH2:35])[CH:32]([CH3:34])[CH3:33]>>[OH:1][CH:2]1[CH2:7][CH2:6][N:5]([C:8]([N:10]2[CH2:15][CH:14]([C:16]3[CH:21]=[CH:20][CH:19]=[C:18]([C:22]([F:24])([F:25])[F:23])[CH:17]=3)[CH2:13][CH:12]([C:26]3[O:28][N:35]=[C:31]([CH:32]([CH3:34])[CH3:33])[N:30]=3)[CH2:11]2)=[O:9])[CH2:4][CH2:3]1. Procedure: 75 mg (0.17 mmol) of the compound from Example 150A and 27 mg (0.25 mmol) of N′-hydroxy-2-methylpropanimidamide were reacted according to the General Method 2. Yield: 26 mg (33% of theory) Reactants: CCOC(C)=O, CCOC(=O)C(CCC(=O)c1cc(F)c(F)c(F)c1)NC(=O)OC(C)(C)C, CCOC(C)=O, Cl, [H][H]. Yields the product CCOC(=O)C1CCC(c2cc(F)c(F)c(F)c2)N1. RXN SMILES: [C:1]([O:2][CH2:3][CH3:4])(=[O:5])[CH3:6].[CH2:8]([CH3:9])[O:10][C:11]([CH:12]([CH2:13][CH2:14][C:15]([c:16]1[cH:17][c:18]([F:24])[c:19]([F:23])[c:20]([F:22])[cH:21]1)=[O:33])[NH:26][C:25]([O:27][C:28]([CH3:29])([CH3:30])[CH3:31])=[O:32])=[O:34].[CH3:37][CH2:38][O:39][C:40](=[O:41])[CH3:42].[ClH:7].[H:35][H:36]>>[CH2:8]([CH3:9])[O:10][C:11]([CH:12]1[CH2:13][CH2:14][CH:15]([c:16]2[cH:17][c:18]([F:24])[c:19]([F:23])[c:20]([F:22])[cH:21]2)[NH:26]1)=[O:34]. The reactants are COC(=O)C=1SC(=CC1C#N)CBr (5-Bromomethyl-3-cyano-thiophene-2-carboxylic acid methyl ester), O (water), CCOC(=O)C (EtOAc). The solvent is C1CCOC1 (THF). Conditions: temperature 70 celsius. Product: COC(=O)C=1SC(=CC1C#N)CO (3-Cyano-5-hydroxymethyl-thiophene-2-carboxylic acid methyl ester). Yield: 17.0%. As a reaction SMILES: [CH3:1][O:2][C:3]([C:5]1[S:6][C:7]([CH2:12]Br)=[CH:8][C:9]=1[C:10]#[N:11])=[O:4].O.CC[O:17]C(C)=O>C1COCC1>[CH3:1][O:2][C:3]([C:5]1[S:6][C:7]([CH2:12][OH:17])=[CH:8][C:9]=1[C:10]#[N:11])=[O:4]. Procedure: A mixture of 5-Bromomethyl-3-cyano-thiophene-2-carboxylic acid methyl ester (0.89 g, 3.42 mmol) and water (15 ml) in THF (2 ml) was heated at 70° C. for 2 d. The reaction mixture was cooled. The reaction mixture was poured into EtOAc (50 ml), washed with brine, dried over sodium sulfate, filtered and evaporated. The residue was purified by column (0-40% EtOAc in hexane) to give 0.1114 g (17%) yellow solid product. The reactants are O1C(=CC=C1)C=1SC=C(N1)C(=O)OCC (ethyl 2-(2-furyl)-4-thiazole carboxylate), [OH-].[K+] (potassium hydroxide). The solvent is CO (methanol). Run at time 15 minute. Yields the product O1C(=CC=C1)C=1SC=C(N1)C(=O)O (2-(2-furyl)-4-thiazole carboxylic acid). Isolated yield 42.5%. Reaction SMILES: [O:1]1[CH:5]=[CH:4][CH:3]=[C:2]1[C:6]1[S:7][CH:8]=[C:9]([C:11]([O:13]CC)=[O:12])[N:10]=1.[OH-].[K+]>CO>[O:1]1[CH:5]=[CH:4][CH:3]=[C:2]1[C:6]1[S:7][CH:8]=[C:9]([C:11]([OH:13])=[O:12])[N:10]=1 |f:1.2|. Reported procedure: To a solution of ethyl 2-(2-furyl)-4-thiazole carboxylate (3.12 g) in methanol (30 ml) was added dropwise 1N aqueous potassium hydroxide (38.58 ml) and the mixture was at 55° C. for 15 minutes. Then the solvent was removed from the reaction mixture, and the residue was treated with water and acidified with 2N-HCl under ice-cooling. The resulting solids were sucked, washed with water and dried to give yellowish crystals of 2-(2-furyl)-4-thiazole carboxylic acid (1.16 g, yeild 46%), m.p. 257°-265°... Starting materials: N1C=CC=2C1=NC(=CC2)C#N (1H-Pyrrolo[2,3-b]pyridine-6-carbonitrile), amines, CCN(C(C)C)C(C)C (DIEA), CC[Mg+].[Br-] (EtMgBr), CC(C)(C)OC(=O)OC(=O)OC(C)(C)C (Boc2O). The reagents and catalysts are CC([O-])C.[Ti+4].CC([O-])C.CC([O-])C.CC([O-])C (Titanium (IV) isopropoxide). Run in C1CCOC1 (THF), C(Cl)Cl (DCM), C(Cl)Cl (DCM). Conditions: time 3 hour. The product is C(C)(C)(C)OC(NC1(CC1)C1=CC=C2C(=N1)NC=C2)=O ([1-(1H-Pyrrolo[2,3-b]pyridin-6-yl)-cyclopropyl]-carbamic acid tert-butyl ester), C(C)(C)(C)OC(NC(CC)C1=CC=C2C(=N1)NC=C2)=O ([1-(1H-Pyrrolo[2,3-b]pyridin-6-yl)-propyl]-carbamic acid tert-butyl ester). As a reaction SMILES: [NH:1]1[C:5]2=[N:6][C:7]([C:10]#[N:11])=[CH:8][CH:9]=[C:4]2[CH:3]=[CH:2]1.[CH3:12][CH2:13][Mg+].[Br-].[CH3:16][CH2:17]N(C(C)C)C(C)C.[CH3:25][C:26]([O:29][C:30](O[C:33]([O:35][C:36]([CH3:39])([CH3:38])[CH3:37])=[O:34])=[O:31])([CH3:28])[CH3:27]>C1COCC1.C(Cl)Cl.CC(C)[O-].[Ti+4].CC(C)[O-].CC(C)[O-].CC(C)[O-]>[C:26]([O:29][C:30](=[O:31])[NH:11][C:10]1([C:7]2[N:6]=[C:5]3[NH:1][CH:2]=[CH:3][C:4]3=[CH:9][CH:8]=2)[CH2:13][CH2:12]1)([CH3:28])([CH3:27])[CH3:25].[C:36]([O:35][C:33](=[O:34])[NH:11][CH:10]([C:7]1[N:6]=[C:5]2[NH:1][CH:2]=[CH:3][C:4]2=[CH:9][CH:8]=1)[CH2:16][CH3:17])([CH3:37])([CH3:38])[CH3:39] |f:1.2,7.8.9.10.11|. Reported procedure: To a solution of 1H-Pyrrolo[2,3-b]pyridine-6-carbonitrile (500 mg, 3.49 mmol) in THF (80 mL) was added Titanium (IV) isopropoxide (2.05 mL, 6.98 mmol) followed by EtMgBr (4.66 mL, 13.97 mmol) dropwise. The mixture was stirred at room temperature for 3 h. The dark color reaction mixture was quenched with 10 mL of H2O and stirred efficiently for 30 min. The resulting yellow suspension was filtered through a plug of celite, washed the celite cake with EtOAc followed by 10% MeOH/CH2Cl2. Solvents wer... Reactants: CCN=C=NCCCN(C)C, COc1cc2nccc(Oc3ccc(N)cc3)c2cc1OC, CN(C)C=O, Cl, O=C(O)C1CCCCC1. Product: COc1cc2nccc(Oc3ccc(NC(=O)C4CCCCC4)cc3)c2cc1OC. RXN SMILES: [CH2:33]([N:34]=[C:35]=[N:36][CH2:37][CH2:38][CH2:39][N:40]([CH3:41])[CH3:42])[CH3:43].[CH3:1][O:2][c:3]1[cH:4][c:5]2[c:6]([O:15][c:16]3[cH:17][cH:18][c:19]([NH2:22])[cH:20][cH:21]3)[cH:7][cH:8][n:9][c:10]2[cH:11][c:12]1[O:13][CH3:14].[CH3:44][N:45]([CH3:46])[CH:47]=[O:48].[ClH:32].[OH:23][C:24](=[O:25])[CH:26]1[CH2:27][CH2:28][CH2:29][CH2:30][CH2:31]1>>[CH3:1][O:2][c:3]1[cH:4][c:5]2[c:6]([O:15][c:16]3[cH:17][cH:18][c:19]([NH:22][C:24](=[O:23])[CH:26]4[CH2:27][CH2:28][CH2:29][CH2:30][CH2:31]4)[cH:20][cH:21]3)[cH:7][cH:8][n:9][c:10]2[cH:11][c:12]1[O:13][CH3:14]. The reactants are NCC1=NOC(=N1)C=1N=CN2C1[C@H]1N(C(C3=C2C=CC=C3)=O)CC1 ((S)-1-(3-aminomethyl-1,2,4-oxadiazol-5-yl)-12,12a-dihydro-9H,11H-azeto[2,1-c]imidazo[1,5-a][1,4]benzodiazepin-9-one), C(C)N(C(C)C)C(C)C (N-ethyldiisopropylamine), BrCC=1C(=CC=CC1)CBr (α,α'-dibromo-o-xylene). Run in CN(C=O)C (N,N-dimethylformamide). The product is C1N(CC2=CC=CC=C12)CC1=NOC(=N1)C=1N=CN2C1[C@H]1N(C(C3=C2C=CC=C3)=O)CC1 ((S)-12,12a-dihydro-1-(3-isoindolin-2-ylmethyl-1,2,4-oxadiazol-5-yl)-9H,11H-azeto[2,1-c]imidazo[1,5-a][1,4]benzodiazepin-9-one). Isolated yield 60.8%. Reaction SMILES: [NH2:1][CH2:2][C:3]1[N:7]=[C:6]([C:8]2[N:9]=[CH:10][N:11]3[C:17]4[CH:18]=[CH:19][CH:20]=[CH:21][C:16]=4[C:15](=[O:22])[N:14]4[CH2:23][CH2:24][C@H:13]4[C:12]=23)[O:5][N:4]=1.C(N(C(C)C)C(C)C)C.Br[CH2:35][C:36]1[C:37]([CH2:42]Br)=[CH:38][CH:39]=[CH:40][CH:41]=1>CN(C)C=O>[CH2:42]1[C:37]2[C:36](=[CH:41][CH:40]=[CH:39][CH:38]=2)[CH2:35][N:1]1[CH2:2][C:3]1[N:7]=[C:6]([C:8]2[N:9]=[CH:10][N:11]3[C:17]4[CH:18]=[CH:19][CH:20]=[CH:21][C:16]=4[C:15](=[O:22])[N:14]4[CH2:23][CH2:24][C@H:13]4[C:12]=23)[O:5][N:4]=1. Reported procedure: 1.5 g (4.65 mmol) of (S)-1-(3-aminomethyl-1,2,4-oxadiazol-5-yl)-12,12a-dihydro-9H,11H-azeto[2,1-c]imidazo[1,5-a][1,4]benzodiazepin-9-one, 20 ml of N,N-dimethylformamide, 4 ml (13.9 mmol) of N-ethyldiisopropylamine and 1.3 g (4.9 mmol) of α,α'-dibromo-o-xylene were stirred at room temperature for 1 hour. The reaction solution was evaporated, the residue was dissolved in methylene chloride and chromatographed on 50 g of silica gel while eluting with methylene chloride/ethyl acetate 1/1. There were... Starting materials: [H-].[Na+] (sodium hydride), C1(=CC=C(C=C1)S(=O)(=O)Cl)C (p-toluenesulfonyl chloride), CSCC(=O)OC (methyl 2-(methylthio)acetate), C(=O)OC (methyl formate). Run in CN(C)C=O (DMF). Run at time 8 hour. Product: CSC(C(=O)OC)=COS(=O)(=O)C1=CC=C(C=C1)C (methyl 2-(methylthio)-3-(p-toluenesulfonyloxy)-2-propenoate), ClC=C(C(=O)OC)SC (methyl 3-chloro-2-(methylthio)-2-propenoate). RXN SMILES: [H-].[Na+].[CH3:3][S:4][CH2:5][C:6]([O:8][CH3:9])=[O:7].[CH:10]([O:12][CH3:13])=[O:11].[C:14]1([CH3:24])[CH:19]=[CH:18][C:17]([S:20]([Cl:23])(=[O:22])=[O:21])=[CH:16][CH:15]=1>CN(C=O)C>[CH3:3][S:4][C:5](=[CH:13][O:12][S:20]([C:17]1[CH:18]=[CH:19][C:14]([CH3:24])=[CH:15][CH:16]=1)(=[O:22])=[O:21])[C:6]([O:8][CH3:9])=[O:7].[Cl:23][CH:6]=[C:5]([S:4][CH3:3])[C:10]([O:12][CH3:13])=[O:11] |f:0.1|. Reported procedure: To a suspension of 21.4 g (535 mmol) of sodium hydride (60% in oil) in 200 ml of DMF was added dropwise a mixture of 25.8 g (214 mmol) of methyl 2-(methylthio)acetate and 26.5 g (428 mmol) of methyl formate under ice cooling and stirred at room temperature overnight. To the reaction mixture was added portionwise 27.0 g (141 mmol) of p-toluenesulfonyl chloride under ice cooling and stirred at room temperature for 1 hour. After dilution with tert-butyl methyl ether, the solution was washed sequent... The reactants are BrC1=CC=C(C(C=O)=C1)O (5-bromosalicylaldehyde), Br.BrCC(=O)C=1C=NC=CC1 (3-bromoacetylpyridine hydrobromide), C([O-])([O-])=O.[K+].[K+] (potassium carbonate). The solvent is CC(CC)=O (2-butanone). Run at time 5 hour. The product is N1=CC(=CC=C1)C(=O)C=1OC2=C(C1)C=C(C=C2)Br (5-bromobenzofuran-2-yl pyrid-3-yl ketone). Yield: 72.2%. Reaction SMILES: [Br:1][C:2]1[CH:9]=[C:6]([CH:7]=O)[C:5]([OH:10])=[CH:4][CH:3]=1.Br.Br[CH2:13][C:14]([C:16]1[CH:17]=[N:18][CH:19]=[CH:20][CH:21]=1)=[O:15].C(=O)([O-])[O-].[K+].[K+]>CC(=O)CC>[N:18]1[CH:19]=[CH:20][CH:21]=[C:16]([C:14]([C:13]2[O:10][C:5]3[CH:4]=[CH:3][C:2]([Br:1])=[CH:9][C:6]=3[CH:7]=2)=[O:15])[CH:17]=1 |f:1.2,3.4.5|. Procedure: A mixture of 5-bromosalicylaldehyde (17.7 g), 3-bromoacetylpyridine hydrobromide (25.3 g) and anhydrous potassium carbonate (60.8 g), in 2-butanone (200 ml) was heated under reflux with stirring for 5 hours. The mixture was filtered and the solid was washed with 2-butanone. The combined filtrate and washings were evaporated and the residue was crystallised from methanol to give 5-bromobenzofuran-2-yl pyrid-3-yl ketone (19.2 g), m.p. 144°-145°.